From a dataset of the Open Reaction Database (ORD), a public repository of structured organic reaction records. describe an organic reaction: reactants, conditions, products, and yield Starting materials: NC(CCC(=O)OCc1ccccc1)C(=O)O, C1CCOC1, CI, CCOC(C)=O, [Na+], [OH-], O. Yields the product CC(CC(N)C(=O)O)C(=O)OCc1ccccc1. Reaction SMILES: [CH2:1]([c:2]1[cH:3][cH:4][cH:5][cH:6][cH:7]1)[O:8][C:9](=[O:10])[CH2:11][CH2:12][CH:13]([C:14](=[O:15])[OH:16])[NH2:17].[CH2:28]1[O:29][CH2:30][CH2:31][CH2:32]1.[CH3:18][I:19].[CH3:20][CH2:21][O:22][C:23](=[O:24])[CH3:25].[Na+:27].[OH-:26].[OH2:33]>>[CH2:1]([c:2]1[cH:3][cH:4][cH:5][cH:6][cH:7]1)[O:8][C:9](=[O:10])[CH:11]([CH2:12][CH:13]([C:14](=[O:15])[OH:16])[NH2:17])[CH3:20]. Starting materials: [BH4-].[Na+] (sodium borohydride), ClCCCCC(CC1=CC=CC=C1)=O (6-chloro-1-phenyl-hexan-2-one), Cl (hydrochloric acid). The solvent is O (water), C(C)O (ethanol). Run at temperature -5 celsius, time 2.5 hour. Product: ClCCCCC(CC1=CC=CC=C1)O ((±) 6-Chloro-1-phenyl-hexan-2-ol). Isolated yield 93.0%. Reaction SMILES: [Cl:1][CH2:2][CH2:3][CH2:4][CH2:5][C:6](=[O:14])[CH2:7][C:8]1[CH:13]=[CH:12][CH:11]=[CH:10][CH:9]=1.[BH4-].[Na+].Cl>C(O)C.O>[Cl:1][CH2:2][CH2:3][CH2:4][CH2:5][CH:6]([OH:14])[CH2:7][C:8]1[CH:13]=[CH:12][CH:11]=[CH:10][CH:9]=1 |f:1.2|. Procedure details: 13.1 g of 6-chloro-1-phenyl-hexan-2-one in 75 ml of ethanol is loaded into a 250 ml three-necked flask. The reaction medium is cooled down to -5° C. and a solution of sodium borohydride (2.18 g) in 15 ml of water is added over 5 minutes. Agitation is carried out for 2.5 hours at -5° C., the temperature is allowed to rise to 20° C. over 1 hour, followed by cooling down to -5° C. 110 ml of 0.14 M hydrochloric acid is then added. Agitation is carried out for 10 minutes, followed by extraction 3 tim... Starting materials: [Si](C)(C)(C(C)(C)C)OC(CCCCCCC1=CC=CC=C1)C=1OC(=CN1)C1=C(C=CC=C1)O (2-(2-(1-(tert-Butyldimethylsilyloxy)-7-phenylheptyl)oxazol-5-yl)phenol), [Si](C)(C)(C(C)(C)C)OC(CCCCCCC1=CC=CC=C1)C=1OC(=CN1)[Sn](CCCC)(CCCC)CCCC (2-(1-(tert-butyldimethylsilyloxy)-7-phenylheptyl)-5-(tributylstannyl)oxazole), IC1=C(C=CC=C1)O (2-iodophenol). Yields the product EtOAc hexanes, OC1=C(C=CC=C1)C1=CN=C(O1)C(CCCCCCC1=CC=CC=C1)=O (1-(5-(2-Hydroxyphenyl)oxazol-2-yl)-7-phenylheptan-1-one). Yield: 34.0%. As a reaction SMILES: [Si]([O:8][CH:9]([C:22]1[O:23][C:24]([C:27]2[CH:32]=[CH:31][CH:30]=[CH:29][C:28]=2[OH:33])=[CH:25][N:26]=1)[CH2:10][CH2:11][CH2:12][CH2:13][CH2:14][CH2:15][C:16]1[CH:21]=[CH:20][CH:19]=[CH:18][CH:17]=1)(C(C)(C)C)(C)C.[Si](OC(C1OC([Sn](CCCC)(CCCC)CCCC)=CN=1)CCCCCCC1C=CC=CC=1)(C(C)(C)C)(C)C.IC1C=CC=CC=1O>>[OH:33][C:28]1[CH:29]=[CH:30][CH:31]=[CH:32][C:27]=1[C:24]1[O:23][C:22]([C:9](=[O:8])[CH2:10][CH2:11][CH2:12][CH2:13][CH2:14][CH2:15][C:16]2[CH:17]=[CH:18][CH:19]=[CH:20][CH:21]=2)=[N:26][CH:25]=1. Reported procedure: 2-(2-(1-(tert-Butyldimethylsilyloxy)-7-phenylheptyl)oxazol-5-yl)phenol. The title compound was prepared from 2-(1-(tert-butyldimethylsilyloxy)-7-phenylheptyl)-5-(tributylstannyl)oxazole (88 mg, 0.134 mmol) and 2-iodophenol following General Procedure A. Flash chromatography (10-30% EtOAc/hexanes) yielded the title compound as a clear oil (21 mg, 34%): 1H NMR (CDCl3, 500 MHz) δ 7.80-7.76 (m, 1H), 7.62 (s, 1H), 7.56 (br s, 1H), 7.36-7.20 (m, 6H), 7.09-7.04 (m, 2H), 4.94 (t, 1H, J=6.0 Hz), 2.62 (t,... Reactants: CC=1N=C(SC1C(=O)OCC)N1C(N(CC1)C1=CC=CC=C1)=O (ethyl 4-methyl-2-(2-oxo-3-phenylimidazolidin-1-yl)thiazole-5-carboxylate), N1C=C(C2=CC=CC=C12)CCN1C(N(CC1)C=1SC(=C(N1)C)C(=O)OCC)=O (ethyl 2-(3-(2-(1H-indol-3-yl)ethyl)-2-oxoimidazolidin-1-yl)-4-methylthiazole-5-carboxylate). Product: N1C=C(C2=CC=CC=C12)CCN1C(N(CC1)C=1SC(=C(N1)C)C(=O)O)=O (2-(3-(2-(1H-indol-3-yl)ethyl)-2-oxoimidazolidin-1-yl)-4-methylthiazole-5-carboxylic acid). Isolated yield 86.0%. As a reaction SMILES: CC1N=C(N2CCN(C3C=CC=CC=3)C2=O)SC=1C(OCC)=O.[NH:24]1[C:32]2[C:27](=[CH:28][CH:29]=[CH:30][CH:31]=2)[C:26]([CH2:33][CH2:34][N:35]2[CH2:39][CH2:38][N:37]([C:40]3[S:41][C:42]([C:46]([O:48]CC)=[O:47])=[C:43]([CH3:45])[N:44]=3)[C:36]2=[O:51])=[CH:25]1>>[NH:24]1[C:32]2[C:27](=[CH:28][CH:29]=[CH:30][CH:31]=2)[C:26]([CH2:33][CH2:34][N:35]2[CH2:39][CH2:38][N:37]([C:40]3[S:41][C:42]([C:46]([OH:48])=[O:47])=[C:43]([CH3:45])[N:44]=3)[C:36]2=[O:51])=[CH:25]1. Procedure details: Following the procedure as described in Example 6, making variations as required to replace ethyl 4-methyl-2-(2-oxo-3-phenylimidazolidin-1-yl)thiazole-5-carboxylate with ethyl 2-(3-(2-(1H-indol-3-yl)ethyl)-2-oxoimidazolidin-1-yl)-4-methylthiazole-5-carboxylate, the title compound was obtained in 86% yield: 1H NMR (300 MHz, DMSO-d6) δ 10.89 (s, 1H), 7.56 (d, J=9.0 Hz, 1H), 7.34 (d, J=9.0 Hz, 1H), 7.20 (s, 1H), 7.09-6.95 (m, 2H), 3.98 (t, J=6.0 Hz, 2H), 3.61-3.50 (m, 4H), 2.94 (t, J=6.0 Hz, 2H), 2...